From a dataset of the Open Reaction Database (ORD), a public repository of structured organic reaction records. describe an organic reaction: reactants, conditions, products, and yield The solvent is C1(=CC=CC=C1)C (toluene), C(C)(=O)OCC (ethyl acetate). Procedure: A solution of 2-{2-[4-(2-Hydroxy-ethyl)-phenyl]-ethyl}-isoindole-1,3-dione (Preparation 10, 22.37 g) and phosphorus tribromide (8.20 g) in toluene (500 mL) was refluxed for 4 hours. The mixture was allowed to cool to room temperature, diluted with ethyl acetate (300 mL) and carefully quenched with sodium bisulphite/sodium bicarbonate (1:1) in water (100 mL). The organic layer was separated and washed with further sodium bisulphite/sodium bicarbonate (1:1) in water (100 mL), dried over sodium sul... RXN SMILES: O[CH2:2][CH2:3][C:4]1[CH:9]=[CH:8][C:7]([CH2:10][CH2:11][N:12]2[C:20](=[O:21])[C:19]3[C:14](=[CH:15][CH:16]=[CH:17][CH:18]=3)[C:13]2=[O:22])=[CH:6][CH:5]=1.P(Br)(Br)[Br:24]>C1(C)C=CC=CC=1.C(OCC)(=O)C>[Br:24][CH2:2][CH2:3][C:4]1[CH:9]=[CH:8][C:7]([CH2:10][CH2:11][N:12]2[C:20](=[O:21])[C:19]3[C:14](=[CH:15][CH:16]=[CH:17][CH:18]=3)[C:13]2=[O:22])=[CH:6][CH:5]=1. Starting materials: OCCC1=CC=C(C=C1)CCN1C(C2=CC=CC=C2C1=O)=O (2-{2-[4-(2-Hydroxy-ethyl)-phenyl]-ethyl}-isoindole-1,3-dione), P(Br)(Br)Br (phosphorus tribromide). Product: BrCCC1=CC=C(C=C1)CCN1C(C2=CC=CC=C2C1=O)=O (2-{2-[4-(2-Bromo-ethyl)-phenyl]-ethyl}-isoindole-1,3-dione). Starting materials: CC(=O)NC=CSC1=C(C(=O)OCc2ccc([N+](=O)[O-])cc2)N2C(=O)C(C(C)OS(C)(=O)=O)C2C1, O=C([O-])[O-], CN(C)C=O, [K+], [K+]. The product is CC=C1C(=O)N2C(C(=O)OCc3ccc([N+](=O)[O-])cc3)=C(SC=CNC(C)=O)CC12. Reaction SMILES: [C:1]([CH3:2])(=[O:3])[NH:4][CH:5]=[CH:6][S:7][C:8]1=[C:9]([C:23](=[O:24])[O:25][CH2:26][c:27]2[cH:28][cH:29][c:30]([N+:33](=[O:34])[O-:35])[cH:31][cH:32]2)[N:10]2[C:11](=[O:22])[CH:12]([CH:15]([CH3:16])[O:17][S:18]([CH3:19])(=[O:20])=[O:21])[CH:13]2[CH2:14]1.[C:36](=[O:37])([O-:38])[O-:39].[CH3:42][N:43]([CH3:44])[CH:45]=[O:46].[K+:40].[K+:41]>>[C:1]([CH3:2])(=[O:3])[NH:4][CH:5]=[CH:6][S:7][C:8]1=[C:9]([C:23](=[O:24])[O:25][CH2:26][c:27]2[cH:28][cH:29][c:30]([N+:33](=[O:34])[O-:35])[cH:31][cH:32]2)[N:10]2[C:11](=[O:22])[C:12](=[CH:15][CH3:16])[CH:13]2[CH2:14]1. The reactants are Br, CC1(C)CCC(CCO)CC1, O=S(=O)(O)O. Product: CC1(C)CCC(CCBr)CC1. RXN SMILES: [BrH:12].[CH3:1][C:2]1([CH3:11])[CH2:3][CH2:4][CH:5]([CH2:8][CH2:9][OH:10])[CH2:6][CH2:7]1.[S:13](=[O:14])(=[O:15])([OH:16])[OH:17]>>[CH3:1][C:2]1([CH3:11])[CH2:3][CH2:4][CH:5]([CH2:8][CH2:9][Br:12])[CH2:6][CH2:7]1. The reactants are O=C([O-])[O-], COC(=O)c1cc(O)c2c(c1)OC(C)(C)C2, CS(=O)(=O)c1ccc(F)cc1F, [Cs+], [Cs+], CN(C)C=O. Product: COC(=O)c1cc(Oc2ccc(S(C)(=O)=O)c(F)c2)c2c(c1)OC(C)(C)C2. Reaction SMILES: [C:29](=[O:30])([O-:31])[O-:32].[CH3:13][O:14][C:15](=[O:16])[c:17]1[cH:18][c:19]2[c:20]([c:26]([OH:28])[cH:27]1)[CH2:21][C:22]([CH3:24])([CH3:25])[O:23]2.[CH3:1][S:2](=[O:3])(=[O:4])[c:5]1[c:6]([F:12])[cH:7][c:8]([F:11])[cH:9][cH:10]1.[Cs+:33].[Cs+:34].[O:35]=[CH:36][N:37]([CH3:38])[CH3:39]>>[CH3:1][S:2](=[O:3])(=[O:4])[c:5]1[c:6]([F:12])[cH:7][c:8]([O:28][c:26]2[c:20]3[c:19]([cH:18][c:17]([C:15]([O:14][CH3:13])=[O:16])[cH:27]2)[O:23][C:22]([CH3:24])([CH3:25])[CH2:21]3)[cH:9][cH:10]1.